This data is from the Open Reaction Database (ORD), a public repository of structured organic reaction records. The task is: describe an organic reaction: reactants, conditions, products, and yield Starting materials: [BH4-].[Na+] (sodium borohydride), S1C=2N(C=C1)C(=NC2)C(=O)OCC (ethyl imidazo[5,1-b]-thiazole-5-carboxylate), Cl (hydrochloric acid). Run in CO (methanol). Conditions: time 8 hour. The product is OCC1=NC=C2SC=CN21 (5-Hydroxymethylimidazo[5,1-b]thiazole). Isolated yield 86.0%. Reaction SMILES: [S:1]1[CH:5]=[CH:4][N:3]2[C:6]([C:9](OCC)=[O:10])=[N:7][CH:8]=[C:2]12.[BH4-].[Na+].Cl>CO>[OH:10][CH2:9][C:6]1[N:3]2[C:2]([S:1][CH:5]=[CH:4]2)=[CH:8][N:7]=1 |f:1.2|. Procedure: To a solution of 0.929 g of the ethyl imidazo[5,1-b]-thiazole-5-carboxylate obtained in Preparation 9 in 20 ml of methanol was added 0.897 g of sodium borohydride, and the mixture was stirred overnight at room temperature. 2 ml of concentrated hydrochloric acid was added dropwise to the reaction solution with ice-cooling. The mixture was stirred for 10 minutes, and then concentrated to dryness under reduced pressure. The residue was dissolved in 50 ml of methanol, and concentrated to dryness aga... The reactants are ClC1=CC2=C(NC(O2)=O)C=C1 (6-chlorobenzoxazolin-2-one), ClC1=C(C=CC=C1)Cl (o-dichlorobenzene), ClC1=C(C=CC=C1)Cl (o-dichlorobenzene). The product is ClC=1OC2=C(N1)C=CC(=C2)Cl (2,6-dichlorobenzoxazole). As a reaction SMILES: [Cl:1][C:2]1[CH:11]=[CH:10][C:5]2[NH:6][C:7](=O)[O:8][C:4]=2[CH:3]=1.[Cl:12]C1C=CC=CC=1Cl>>[Cl:12][C:7]1[O:8][C:4]2[CH:3]=[C:2]([Cl:1])[CH:11]=[CH:10][C:5]=2[N:6]=1. Reported procedure: lf the process is carried out as in Example 1, but only 500 ml of o-dichlorobenzene is initially introduced, and the 6-chlorobenzoxazolin-2-one is metered in as a suspension in 500 ml of o-dichlorobenzene, then 2,6-dichlorobenzoxazole is obtained in the same yield and purity as in Example 1.